This data is from the Open Reaction Database (ORD), a public repository of structured organic reaction records. The task is: describe an organic reaction: reactants, conditions, products, and yield The reactants are N1N=C(C2=CC=CC=C12)C(=O)OC (methyl 3-indazolecarboxylate), CC=1C=C(NN1)C=O (5-Methyl-2H-pyrazole-3-carboxaldehyde), CC=1C=C(NN1)C(=O)OCC (ethyl 5-methyl-2H-pyrazole-3-carboxylate), N1N=C(C2=CC=CC=C12)C=O (1H-indazole-3-carboxaldehyde). Product: CC1=CC2=C(NC(=N2)C=2NN=C(C2)C)C=C1C (5,6-dimethyl-2-(5-methyl-2H-pyrazol-3-yl)-1H-benzimidazole). Reported procedure: 5-Methyl-2H-pyrazole-3-carboxaldehyde may be prepared from commercial ethyl 5-methyl-2H-pyrazole-3-carboxylate by following the procedure described for the preparation of 1H-indazole-3-carboxaldehyde, starting with methyl 3-indazolecarboxylate. Reaction SMILES: [CH3:1][C:2]1[CH:3]=[C:4]([CH:7]=O)[NH:5][N:6]=1.[CH3:9][C:10]1[CH:11]=[C:12]([C:15](OCC)=O)[NH:13]N=1.N1C2[C:23](=CC=CC=2)[C:22]([CH:29]=O)=N1.[NH:31]1C2C(=CC=CC=2)C(C(OC)=O)=N1>>[CH3:29][C:22]1[C:10]([CH3:9])=[CH:11][C:12]2[NH:13][C:7]([C:4]3[NH:5][N:6]=[C:2]([CH3:1])[CH:3]=3)=[N:31][C:15]=2[CH:23]=1. The reactants are BrC1=CC=C2C=CN(C2=C1)CCCN(C)C (6-bromo-1-(3-(N,N-dimethylamino)propyl) indole), B1(OCCCO1)C2=CN=CC=C2 (pyridine-3-boronic acid 1,3-propanediol cyclic ester). Product: CN(C)CCCN1C=CC2=CC=C(C=C12)C=1C=NC=CC1 (1-(3-(N,N-dimethylamino)propyl)-6-(3-pyridinyl)-1H-indole). Reaction SMILES: Br[C:2]1[CH:10]=[C:9]2[C:5]([CH:6]=[CH:7][N:8]2[CH2:11][CH2:12][CH2:13][N:14]([CH3:16])[CH3:15])=[CH:4][CH:3]=1.B1([C:23]2[CH:28]=[CH:27][CH:26]=[N:25][CH:24]=2)OCCCO1>>[CH3:15][N:14]([CH2:13][CH2:12][CH2:11][N:8]1[C:9]2[C:5](=[CH:4][CH:3]=[C:2]([C:23]3[CH:24]=[N:25][CH:26]=[CH:27][CH:28]=3)[CH:10]=2)[CH:6]=[CH:7]1)[CH3:16]. Reported procedure: (9.8 mg, 13%); from 6-bromo-1-(3-(N,N-dimethylamino)propyl) indole (75.0 mg, 0.267 mmol) and pyridine-3-boronic acid 1,3-propanediol cyclic ester (87.0 mg, 0.534 mmol). Starting materials: Cl.N1=CC=CC2=CC(=CC=C12)CC(=N)N (2-(6-quinolinyl)ethanamidine hydrochloride), O.NN (hydrazine hydrate), C(C)(=O)NC(C(C(=O)OCC)=O)C (ethyl 3-(acetylamino)-2-oxobutanoate). Product: O=C1NC(=NN=C1C(C)NC(C)=O)CC=1C=C2C=CC=NC2=CC1 (N-{1-[5-oxo-3-(6-quinolinylmethyl)-4,5-dihydro-1,2,4-triazin-6-yl]ethyl}acetamide). As a reaction SMILES: Cl.[N:2]1[C:11]2[C:6](=[CH:7][C:8]([CH2:12][C:13]([NH2:15])=[NH:14])=[CH:9][CH:10]=2)[CH:5]=[CH:4][CH:3]=1.O.[NH2:17]N.[C:19]([NH:22][CH:23]([CH3:31])[C:24](=O)[C:25](OCC)=[O:26])(=[O:21])[CH3:20]>>[O:26]=[C:25]1[C:24]([CH:23]([NH:22][C:19](=[O:21])[CH3:20])[CH3:31])=[N:17][N:15]=[C:13]([CH2:12][C:8]2[CH:7]=[C:6]3[C:11](=[CH:10][CH:9]=2)[N:2]=[CH:3][CH:4]=[CH:5]3)[NH:14]1 |f:0.1,2.3|. Procedure details: Analogously to Example 10A, 3.5 g (15.8 mmol) 2-(6-quinolinyl)ethanamidine hydrochloride are reacted with 950 mg (19.0 mmol) of hydrazine hydrate and 4.43 g (23.7 mmol) of ethyl 3-(acetylamino)-2-oxobutanoate to give N-{1-[5-oxo-3-(6-quinolinylmethyl)-4,5-dihydro-1,2,4-triazin-6-yl]ethyl}acetamide. The reactants are CO, COC(=O)Cc1ccc(-c2cccc([N+](=O)[O-])c2)s1, N#N. Yields the product COC(=O)Cc1ccc(-c2cccc(N)c2)s1. Reaction SMILES: [CH3:22][OH:23].[CH3:3][O:4][C:5]([CH2:6][c:7]1[s:8][c:9](-[c:12]2[cH:13][c:14]([N+:18]([O-:19])=[O:20])[cH:15][cH:16][cH:17]2)[cH:10][cH:11]1)=[O:21].[N:1]#[N:2]>>[CH3:3][O:4][C:5]([CH2:6][c:7]1[s:8][c:9](-[c:12]2[cH:13][c:14]([NH2:18])[cH:15][cH:16][cH:17]2)[cH:10][cH:11]1)=[O:21]. The solvent is O1CCOCC1 (dioxane), O (water). The reactants are p-nitrophenyl ester, C(C1=CC=CC=C1)OC(=O)N1[C@H](C(=O)O)CCC1 (benzyloxycarbonylproline), N[C@@H](CCCNC(N)=N)C(=O)O (arginine). Reaction conditions: time 72 hour. The product is C(C1=CC=CC=C1)OC(=O)N1[C@H](C(=O)N[C@@H](CCCNC(N)=N)C(=O)O)CCC1 (Benzyloxycarbonyl-prolyl-arginine). Procedure: To a solution of 37 g (0.1 mol) of p-nitrophenyl ester of benzyloxycarbonylproline in 360 ml of dioxane there is added a solution of 16 g (0.09 mol) of arginine in 160 ml of water under vigorous stirring. Two hours thereafter the solvent is evaporated and the precipitate is dissolved in 100 ml of dimethylformamide. The solution is stirred at room temperature for 72 hours and poured into 1 liter of ethylacetate. The resulting residue is filtered-off, washed on the filter with ethylacetate and rep... Reaction SMILES: [CH2:1]([O:8][C:9]([N:11]1[CH2:18][CH2:17][CH2:16][C@H:12]1[C:13]([OH:15])=O)=[O:10])[C:2]1[CH:7]=[CH:6][CH:5]=[CH:4][CH:3]=1.[NH2:19][C@H:20]([C:28]([OH:30])=[O:29])[CH2:21][CH2:22][CH2:23][NH:24][C:25](=[NH:27])[NH2:26]>O1CCOCC1.O>[CH2:1]([O:8][C:9]([N:11]1[CH2:18][CH2:17][CH2:16][C@H:12]1[C:13]([NH:19][C@H:20]([C:28]([OH:30])=[O:29])[CH2:21][CH2:22][CH2:23][NH:24][C:25](=[NH:26])[NH2:27])=[O:15])=[O:10])[C:2]1[CH:3]=[CH:4][CH:5]=[CH:6][CH:7]=1. The reactants are N(N)CC1(C2=C(CCC3=C1C=CC=C3)C=CC=C2)O (5-hydrazinomethyl-10,11-dihydro-5H-dibenzo[a,d]cyclohepten-5-ol), C(C)(=O)OCC (ethyl acetate), [H][H] (hydrogen). Reagents/catalysts: [Pt](=O)=O (platinum dioxide). Run in C(C)(=O)O (acetic acid). Product: NCC1(C2=C(CCC3=C1C=CC=C3)C=CC=C2)O (5-aminomethyl-10,11-dihydro-5H-dibenzo[a,d]cyclohepten-5-ol). RXN SMILES: [NH:1]([CH2:3][C:4]1([OH:19])[C:10]2[CH:11]=[CH:12][CH:13]=[CH:14][C:9]=2[CH2:8][CH2:7][C:6]2[CH:15]=[CH:16][CH:17]=[CH:18][C:5]1=2)N.C(OCC)(=O)C.[H][H]>[Pt](=O)=O.C(O)(=O)C>[NH2:1][CH2:3][C:4]1([OH:19])[C:5]2[CH:18]=[CH:17][CH:16]=[CH:15][C:6]=2[CH2:7][CH2:8][C:9]2[CH:14]=[CH:13][CH:12]=[CH:11][C:10]1=2. Procedure details: A mixture of 8 g. of freshly prepared 5-hydrazinomethyl-10,11-dihydro-5H-dibenzo[a,d]cyclohepten-5-ol, 40 mg. of platinum dioxide, 120 ml. of ethyl acetate and 40 ml. glacial acetic acid is hydrogenated at room temperature and about atmospheric pressure until the uptake of hydrogen is about stoichiometric. The resulting mixture is filtered, evaporated in vacuo and the residue taken up in 400 ml. of chloroform, made neutral by shaking with 10% sodium bicarbonate solution, and the aqueous phase di... Reactants: COC1=C(C=O)C(=CC=C1)OC (2,6-dimethoxybenzaldehyde), NC(C(C)C)C(C)C (3-amino-2,4-dimethylpentane), C1(=CC=C(C=C1)S(=O)(=O)O)C (p-toluenesulfonic acid). Run in C1(=CC=CC=C1)C (toluene). Product: COC1=C(C(=CC=C1)OC)\C=N\C(C(C)C)C(C)C ([1-(2,6-Dimethoxy-phenyl)-meth-(E)-ylidene]-(1-isopropyl-2-methyl-propyl)-amine). As a reaction SMILES: [CH3:1][O:2][C:3]1[CH:10]=[CH:9][CH:8]=[C:7]([O:11][CH3:12])[C:4]=1[CH:5]=O.[NH2:13][CH:14]([CH:18]([CH3:20])[CH3:19])[CH:15]([CH3:17])[CH3:16].C1(C)C=CC(S(O)(=O)=O)=CC=1>C1(C)C=CC=CC=1>[CH3:1][O:2][C:3]1[CH:10]=[CH:9][CH:8]=[C:7]([O:11][CH3:12])[C:4]=1/[CH:5]=[N:13]/[CH:14]([CH:18]([CH3:20])[CH3:19])[CH:15]([CH3:17])[CH3:16]. Procedure details: A mixture of 25.0 g (150 mmol) 2,6-dimethoxybenzaldehyde, 19.1 g (165 mmol) 3-amino-2,4-dimethylpentane and 0.500 g p-toluenesulfonic acid in 100 ml toluene was heated in a Dean-Stark apparatus to reflux for 2 hours. Then the cooled reaction mixture was washed with aqueous NaHCO3 solution, brine dried over Na2SO4, filtered and evaporated. The crude product was filtered through a silica pad with heptane/ethyl acetate 2:1 as eluent: 22.0 g [1-(2,6-dimethoxy-phenyl)-meth-(E)-ylidene]-(1-isopropyl-2... Reactants: NC1=NC2=C(C=3C=C(C=NC13)CCC1=C(C=C(C=C1)O)C)C=CC(=C2)C (4-(2-(5-amino-8-methylbenzo[f][1,7]naphthyridin-2-yl)ethyl)-3-methylphenol), C([O-])([O-])=O.[Cs+].[Cs+] (cesium carbonate), BrCC1=CC(=CC=C1)I (1-(bromomethyl)-3-iodobenzene). The solvent is C(C)(=O)OCC (ethyl acetate), O (water), CN(C=O)C (dimethylformamide). Conditions: time 30 minute. Yields the product IC=1C=C(COC2=CC(=C(CCC=3C=NC4=C(N=C5C(=C4C3)C=CC(=C5)C)N)C=C2)C)C=CC1 (2-(4-(3-iodobenzyloxy)-2-methylphenethyl)-8-methylbenzo[f][1,7]naphthyridin-5-amine). As a reaction SMILES: [NH2:1][C:2]1[C:11]2[N:10]=[CH:9][C:8]([CH2:12][CH2:13][C:14]3[CH:19]=[CH:18][C:17]([OH:20])=[CH:16][C:15]=3[CH3:21])=[CH:7][C:6]=2[C:5]2[CH:22]=[CH:23][C:24]([CH3:26])=[CH:25][C:4]=2[N:3]=1.C(=O)([O-])[O-].[Cs+].[Cs+].Br[CH2:34][C:35]1[CH:40]=[CH:39][CH:38]=[C:37]([I:41])[CH:36]=1>CN(C)C=O.C(OCC)(=O)C.O>[I:41][C:37]1[CH:36]=[C:35]([CH:40]=[CH:39][CH:38]=1)[CH2:34][O:20][C:17]1[CH:18]=[CH:19][C:14]([CH2:13][CH2:12][C:8]2[CH:9]=[N:10][C:11]3[C:6]([CH:7]=2)=[C:5]2[CH:22]=[CH:23][C:24]([CH3:26])=[CH:25][C:4]2=[N:3][C:2]=3[NH2:1])=[C:15]([CH3:21])[CH:16]=1 |f:1.2.3|. Procedure: To a solution of 4-(2-(5-amino-8-methylbenzo[f][1,7]naphthyridin-2-yl)ethyl)-3-methylphenol (B-4), 1.0 equiv. in dimethylformamide (0.10 M) at 22° C. was added cesium carbonate (1.5 equiv.) and the resulting mixture was allowed to stir for 30 minutes. At this point, 1-(bromomethyl)-3-iodobenzene (1.5 equiv.) was added to this mixture. The reaction mixture was allowed to stir at 55° C. for 18 hours, after which it was diluted with ethyl acetate and water. The biphasic layers were separated and th... The reactants are BrC1=CC=C(OC(CNS(=O)(=O)C(C)C)C)C=C1 ([2-(4-bromophenoxy)propyl][(methylethyl)sulfonyl]amine), ClC1=C(C=CC=C1)B(O)O (2-chlorobenzeneboronic acid), C([O-])([O-])=O.[Na+].[Na+] (sodium carbonate). The reagents and catalysts are C=1C=CC(=CC1)[P](C=2C=CC=CC2)(C=3C=CC=CC3)[Pd]([P](C=4C=CC=CC4)(C=5C=CC=CC5)C=6C=CC=CC6)([P](C=7C=CC=CC7)(C=8C=CC=CC8)C=9C=CC=CC9)[P](C=1C=CC=CC1)(C=1C=CC=CC1)C=1C=CC=CC1 (tetrakis(triphenylphosphine)palladium(0)). Run in O1CCOCC1 (1,4-dioxane). Yields the product ClC1=C(C=CC=C1)C1=CC=C(OC(CNS(=O)(=O)C(C)C)C)C=C1 ({2-[4-(2-Chlorophenyl)phenoxy]propyl}[(methylethyl)sulfonyl]amine). Isolated yield 38.2%. Reaction SMILES: Br[C:2]1[CH:18]=[CH:17][C:5]([O:6][CH:7]([CH3:16])[CH2:8][NH:9][S:10]([CH:13]([CH3:15])[CH3:14])(=[O:12])=[O:11])=[CH:4][CH:3]=1.[Cl:19][C:20]1[CH:25]=[CH:24][CH:23]=[CH:22][C:21]=1B(O)O.C(=O)([O-])[O-].[Na+].[Na+]>C1C=CC([P]([Pd]([P](C2C=CC=CC=2)(C2C=CC=CC=2)C2C=CC=CC=2)([P](C2C=CC=CC=2)(C2C=CC=CC=2)C2C=CC=CC=2)[P](C2C=CC=CC=2)(C2C=CC=CC=2)C2C=CC=CC=2)(C2C=CC=CC=2)C2C=CC=CC=2)=CC=1.O1CCOCC1>[Cl:19][C:20]1[CH:25]=[CH:24][CH:23]=[CH:22][C:21]=1[C:2]1[CH:18]=[CH:17][C:5]([O:6][CH:7]([CH3:16])[CH2:8][NH:9][S:10]([CH:13]([CH3:15])[CH3:14])(=[O:12])=[O:11])=[CH:4][CH:3]=1 |f:2.3.4,^1:38,40,59,78|. Procedure: The title compound (125 mg, 38%) was prepared from [2-(4-bromophenoxy)propyl][(methylethyl)sulfonyl]amine (300 mg, 0.89 mmol, prepared in example 1), 2-chlorobenzeneboronic acid (170 mg, 1.09 mmol), tetrakis(triphenylphosphine)palladium(0) (5.6 mg, 0.005 mmol), 2 M sodium carbonate (320 mg in 1.5 mL water) and 1,4-dioxane (9 mL) in a manner analogous to the procedure described in Example 2. Starting materials: NC1=NC=C(N=C1Br)Br (2-amino-3,5-dibromopyrazine), ClC1=C(CN)C(=CC=C1F)F (2-chloro-3,6-difluorobenzylamine), ClC1=C(CN)C(=CC=C1)Cl (2,6-dichlorobenzylamine). Product: BrC1=CN=C2C(=N1)N(CCN2)CC2=C(C=CC=C2Cl)Cl (7-bromo-1-(2,6-dichlorobenzyl)-1,2,3,4-tetrahydropyrazino[2,3-b]pyrazine). RXN SMILES: [NH2:1][C:2]1[C:7](Br)=[N:6][C:5]([Br:9])=[CH:4][N:3]=1.Cl[C:11]1C(F)=CC=C(F)[C:12]=1CN.[Cl:21][C:22]1[CH:29]=[CH:28][CH:27]=[C:26]([Cl:30])[C:23]=1[CH2:24][NH2:25]>>[Br:9][C:5]1[N:6]=[C:7]2[N:25]([CH2:24][C:23]3[C:22]([Cl:21])=[CH:29][CH:28]=[CH:27][C:26]=3[Cl:30])[CH2:11][CH2:12][NH:1][C:2]2=[N:3][CH:4]=1. Procedure details: 7-bromo-1-(2,6-dichlorobenzyl)-1,2,3,4-tetrahydropyrazino[2,3-b]pyrazine was prepared from 2-amino-3,5-dibromopyrazine as described in Example 1 by replacing 2-chloro-3,6-difluorobenzylamine in step 1 with 2,6-dichlorobenzylamine.